From a dataset of the Open Reaction Database (ORD), a public repository of structured organic reaction records. describe an organic reaction: reactants, conditions, products, and yield Reactants: CC(=O)Cl, CN(C)C=O, ClCCCC1NCCc2c1[nH]c1ccccc21, Cl, O, c1ccncc1. Yields the product CC(=O)N1CCc2c([nH]c3ccccc23)C1CCCCl. RXN SMILES: [CH3:19][C:20]([Cl:21])=[O:22].[CH3:30][N:31]([CH3:32])[CH:33]=[O:34].[Cl:2][CH2:3][CH2:4][CH2:5][CH:6]1[NH:7][CH2:8][CH2:9][c:10]2[c:11]3[cH:12][cH:13][cH:14][cH:15][c:16]3[nH:17][c:18]21.[ClH:1].[OH2:29].[cH:23]1[cH:24][cH:25][n:26][cH:27][cH:28]1>>[Cl:2][CH2:3][CH2:4][CH2:5][CH:6]1[N:7]([C:20]([CH3:19])=[O:22])[CH2:8][CH2:9][c:10]2[c:11]3[cH:12][cH:13][cH:14][cH:15][c:16]3[nH:17][c:18]21. Starting materials: C(C=C)C1=C(C=CC=C1)OC (2-allylanisole), C[SiH](Cl)C (dimethylchlorosilane). Reagents/catalysts: [H+].[H+].Cl[Pt-2](Cl)(Cl)(Cl)(Cl)Cl (hexachloroplatinic acid). Reaction conditions: temperature 70 celsius, time 4 hour. Product: C(=CC)C1=C(C=CC=C1)OC (2-propenylanisole). RXN SMILES: [CH2:1]([C:4]1[CH:9]=[CH:8][CH:7]=[CH:6][C:5]=1[O:10][CH3:11])[CH:2]=[CH2:3].C[SiH](C)Cl>[H+].[H+].Cl[Pt-2](Cl)(Cl)(Cl)(Cl)Cl>[CH:1]([C:4]1[CH:9]=[CH:8][CH:7]=[CH:6][C:5]=1[O:10][CH3:11])=[CH:2][CH3:3] |f:2.3.4|. Reported procedure: 148 g (1.0 mol) of 2-allylanisole are mixed with 8 mg of hexachloroplatinic acid under a nitrogen atmosphere and heated to 70° C. 114 g (1.2 mol) of dimethylchlorosilane are metered into the mixture over the course of two hours and the mixture is stirred at 70° C. for a further four hours. Excess dimethylchlorosilane is then removed in vacuo and 2-propenylanisole which is formed by isomerization is separated off using a short Vigreux column. 204 g of 3-(2-anisyl)propyldimethylchlorosilane are ob... Reactants: FC1=C(C=CC(=C1)F)NC=1C=C(C#N)C=CC1[N+](=O)[O-] (3-(2,4-difluorophenylamino)-4-nitrobenzonitrile), [Cl-].[NH4+] (ammonium chloride). The reagents and catalysts are [Fe] (iron). The solvent is C(C)O (ethanol), O (water). Yields the product NC1=C(C=C(C#N)C=C1)NC1=C(C=C(C=C1)F)F (4-amino-3-(2,4-difluorophenylamino)benzonitrile). Isolated yield 38.5%. RXN SMILES: [F:1][C:2]1[CH:7]=[C:6]([F:8])[CH:5]=[CH:4][C:3]=1[NH:9][C:10]1[CH:11]=[C:12]([CH:15]=[CH:16][C:17]=1[N+:18]([O-])=O)[C:13]#[N:14].[Cl-].[NH4+]>C(O)C.O.[Fe]>[NH2:18][C:17]1[CH:16]=[CH:15][C:12]([C:13]#[N:14])=[CH:11][C:10]=1[NH:9][C:3]1[CH:4]=[CH:5][C:6]([F:8])=[CH:7][C:2]=1[F:1] |f:1.2|. Reported procedure: A mixture of 3-(2,4-difluorophenylamino)-4-nitrobenzonitrile (3.5 g), iron powder (3.5 g) and ammonium chloride (0.35 g) in ethanol (50 ml) and water (25 ml) was refluxed for 1 hour. The insoluble material was filtered and the filtrate was concentrated. The residue was dissolved in ethyl acetate, washed with water, dried and evaporated to dryness. The residual oil (3 g) was purified by column chromatography on silica gel (100 g) eluting with a mixture of toluene and ethyl acetate to give a powde... Starting materials: Cl (hydrogen chloride), S1C2=C(C(=C1)C(CC#N)O)C=CC=C2 (3-Benzo[b]thiophen-3-yl-3-hydroxy-propionitrile), B.O1CCCC1 (borane tetrahydrofuran), B (borane). Run in CO (methanol). Conditions: temperature 75 celsius. The product is Cl.NCCC(O)C=1C2=C(SC1)C=CC=C2 (3-Amino-1-benzo[b]thiophen-3-yl-propan-1-ol hydrochloride salt). The yield is 58.0%. RXN SMILES: [S:1]1[CH:5]=[C:4]([CH:6]([OH:10])[CH2:7][C:8]#[N:9])[C:3]2[CH:11]=[CH:12][CH:13]=[CH:14][C:2]1=2.B.O1CCCC1.B.[ClH:22]>CO>[ClH:22].[NH2:9][CH2:8][CH2:7][CH:6]([C:4]1[C:3]2[CH:11]=[CH:12][CH:13]=[CH:14][C:2]=2[S:1][CH:5]=1)[OH:10] |f:1.2,6.7|. Procedure details: 3-Benzo[b]thiophen-3-yl-3-hydroxy-propionitrile (1.2 g, 5.90 mmol) was slowly treated with a solution of borane-tetrahydrofuran complex (13 mL, 12.98 mmol, 1M in tetrahydrofuran) at 0° C. After bubbling ceased, the reaction mixture was heated to 75° C. for 2 hours and 6.0 eq of additional borane was added to drive the reaction to completion. The reaction mixture was concentrated. The white solid obtained was treated with methanol (14 mL), followed by hydrogen chloride (2M in diethyl ether, 43 mL...